Dataset: the Open Reaction Database (ORD), a public repository of structured organic reaction records. Task: describe an organic reaction: reactants, conditions, products, and yield Reactants: [N+](=O)([O-])C1=CC=C(OC2=CC=C(C=C2)C)C=C1 (4-(4-nitrophenoxy)toluene), BrBr (bromine). Run in C(Cl)(Cl)(Cl)Cl (CCl4), C(Cl)(Cl)(Cl)Cl (CCl4). Conditions: time 8 hour. The product is [N+](=O)([O-])C1=CC=C(OC2=CC=C(C=C2)CBr)C=C1 (4-(4-nitrophenoxy)α-bromotoluene). Reaction SMILES: [N+:1]([C:4]1[CH:17]=[CH:16][C:7]([O:8][C:9]2[CH:14]=[CH:13][C:12]([CH3:15])=[CH:11][CH:10]=2)=[CH:6][CH:5]=1)([O-:3])=[O:2].[Br:18]Br>C(Cl)(Cl)(Cl)Cl>[N+:1]([C:4]1[CH:17]=[CH:16][C:7]([O:8][C:9]2[CH:14]=[CH:13][C:12]([CH2:15][Br:18])=[CH:11][CH:10]=2)=[CH:6][CH:5]=1)([O-:3])=[O:2]. Procedure details: To a refluxing (250 watt infra-red lamp) and stirred solution of 4-(4-nitrophenoxy)toluene (229.25 g; 1 mol) in CCl4 (2.5 l) under nitrogen, bromine (247.46 g; 1.55 mol) in CCl4 (250 ml) was added dropwise over a period of 4 hours. After refluxing an additional 8 hours, followed by stirring at room temperature overnight, the reaction mixture was washed with 10% sodium bisulphite (1×1 l), saturated sodium bicarbonate (2×2 l) and saturated sodium chloride. The organic layer was dried over magnesiu... Reactants: ClC1=CC=C(C=C1)N1N=C2C=C(C(=CC2=C1C#N)C1CC1)[N+](=O)[O-] (2-(4-Chlorophenyl)-5-cyclopropyl-6-nitro-2H-indazole-3-carbonitrile), O (water), [OH-].[Na+] (NaOH). The solvent is CCO (EtOH). Reaction conditions: temperature 90 celsius. Yields the product ClC1=CC=C(C=C1)N1N=C2C=C(C(=CC2=C1C(=O)O)C1CC1)[N+](=O)[O-] (2-(4-Chlorophenyl)-5-cyclopropyl-6-nitro-2H-indazole-3-carboxylic acid). RXN SMILES: [Cl:1][C:2]1[CH:7]=[CH:6][C:5]([N:8]2[C:16]([C:17]#N)=[C:15]3[C:10]([CH:11]=[C:12]([N+:22]([O-:24])=[O:23])[C:13]([CH:19]4[CH2:21][CH2:20]4)=[CH:14]3)=[N:9]2)=[CH:4][CH:3]=1.[OH2:25].[OH-:26].[Na+]>CCO>[Cl:1][C:2]1[CH:7]=[CH:6][C:5]([N:8]2[C:16]([C:17]([OH:26])=[O:25])=[C:15]3[C:10]([CH:11]=[C:12]([N+:22]([O-:24])=[O:23])[C:13]([CH:19]4[CH2:21][CH2:20]4)=[CH:14]3)=[N:9]2)=[CH:4][CH:3]=1 |f:2.3|. Procedure details: To a stirred solution of (v) (20 g, 0.06 mol) in EtOH:water (400 ml, 1:1 v/v) was added NaOH (59.0 g, 0.02 mol) and the reaction mixture heated at 90° C. for 15 h. The reaction was then cooled to RT and the volatiles were removed in vacuo. The residual aqueous solution was acidified to pH 2 with aq. 2N HCl solution whereupon a solid precipitated from solution. The solid was separated by filtration and dissolved in EtOAc (300 mL), dried (Na2SO4) and concentrated in vacuo to give (vi) (7.5 g, with... The reactants are C(C)(C)(C)OC(C(=O)OC)C=1C(=C2C(=NC1C)NC=C2)C=2C=C1CCCOC1=CC2 (methyl 2-(tert-butoxy)-2-(4-(chroman-6-yl)-6-methyl-1H-pyrrolo[2,3-b]pyridin-5-yl)acetate), FC1=C(CBr)C(=CC=C1)F (2,6-difluorobenzyl bromide). Yields the product C(C)(C)(C)OC(C(=O)O)C=1C(=C2C(=NC1C)N(C=C2)CC2=C(C=CC=C2F)F)C=2C=C1CCCOC1=CC2 (2-(tert-butoxy)-2-(4-(chroman-6-yl)-1-(2,6-difluorobenzyl)-6-methyl-1H-pyrrolo[2,3-b]pyridin-5-yl)acetic acid). RXN SMILES: [C:1]([O:5][CH:6]([C:11]1[C:12]([C:21]2[CH:22]=[C:23]3[C:28](=[CH:29][CH:30]=2)[O:27][CH2:26][CH2:25][CH2:24]3)=[C:13]2[CH:20]=[CH:19][NH:18][C:14]2=[N:15][C:16]=1[CH3:17])[C:7]([O:9]C)=[O:8])([CH3:4])([CH3:3])[CH3:2].[F:31][C:32]1[CH:39]=[CH:38][CH:37]=[C:36]([F:40])[C:33]=1[CH2:34]Br>>[C:1]([O:5][CH:6]([C:11]1[C:12]([C:21]2[CH:22]=[C:23]3[C:28](=[CH:29][CH:30]=2)[O:27][CH2:26][CH2:25][CH2:24]3)=[C:13]2[CH:20]=[CH:19][N:18]([CH2:34][C:33]3[C:32]([F:31])=[CH:39][CH:38]=[CH:37][C:36]=3[F:40])[C:14]2=[N:15][C:16]=1[CH3:17])[C:7]([OH:9])=[O:8])([CH3:4])([CH3:3])[CH3:2]. Reported procedure: The title compound was prepared in a manner similar to that described in Example 27, Step H from methyl 2-(tert-butoxy)-2-(4-(chroman-6-yl)-6-methyl-1H-pyrrolo[2,3-b]pyridin-5-yl)acetate and 2,6-difluorobenzyl bromide. 1H NMR (400 MHz, CHLOROFORM-d) δ ppm 7.48-7.39 (m, 1 H), 7.34-7.28 (m, 1 H), 7.23-7.16 (m, 1 H), 7.11-7.06 (m, 1 H), 6.98-6.87 (m, 3 H), 6.22-6.16 (m, 1 H), 5.62-5.49 (m, 3 H), 4.31-4.24 (m, 2 H), 2.93-2.77 (m, 2 H), 2.73 (s, 3 H), 2.09-2.06 (m, 2 H), 1.00-0.93 (s, 9 H); LC/MS (m/...